Dataset: the Open Reaction Database (ORD), a public repository of structured organic reaction records. Task: describe an organic reaction: reactants, conditions, products, and yield Reactants: ClC1=CC=C(C=C1)C=1SC=C(N1)CSC1=NC=C(C(=C1C#N)C1=CC=C(C=C1)OCCO)C#N ({(2-(4-chlorophenyl)-1,3-thiazol-4-ylmethyl}sulfanyl)-4-(4-(2-hydroxyethoxy)phenyl)pyridine-3,5-dicarbonitrile), C(CC)N (n-propylamine). Procedure: At RT, 100 mg (0.19 mmol) of 2-chloro-6-({(2-(4-chlorophenyl)-1,3-thiazol-4-ylmethyl}sulfanyl)-4-(4-(2-hydroxyethoxy)phenyl)pyridine-3,5-dicarbonitrile (Example 2A) and 30 μl (0.37 mmol) of n-propylamine were stirred in 2.5 ml of THF for 2 h. The reaction mixture was then purified by preparative HPLC (acetonitrile/water+0.1% TFA). This gave 67 mg (64% of theory) of the target compound. Product: ClC1=CC=C(C=C1)C=1SC=C(N1)CSC1=NC(=C(C(=C1C#N)C1=CC=C(C=C1)OCCO)C#N)NCCC ({(2-(4-Chlorophenyl)-1,3-thiazol-4-ylmethyl}sulfanyl)-4-(4-(2-hydroxyethoxy)phenyl)-6-(propylamino)pyridine-3,5-dicarbonitrile). RXN SMILES: [Cl:1][C:2]1[CH:7]=[CH:6][C:5]([C:8]2[S:9][CH:10]=[C:11]([CH2:13][S:14][C:15]3[C:20]([C:21]#[N:22])=[C:19]([C:23]4[CH:28]=[CH:27][C:26]([O:29][CH2:30][CH2:31][OH:32])=[CH:25][CH:24]=4)[C:18]([C:33]#[N:34])=[CH:17][N:16]=3)[N:12]=2)=[CH:4][CH:3]=1.[CH2:35]([NH2:38])[CH2:36][CH3:37]>C1COCC1>[Cl:1][C:2]1[CH:3]=[CH:4][C:5]([C:8]2[S:9][CH:10]=[C:11]([CH2:13][S:14][C:15]3[C:20]([C:21]#[N:22])=[C:19]([C:23]4[CH:28]=[CH:27][C:26]([O:29][CH2:30][CH2:31][OH:32])=[CH:25][CH:24]=4)[C:18]([C:33]#[N:34])=[C:17]([NH:38][CH2:35][CH2:36][CH3:37])[N:16]=3)[N:12]=2)=[CH:6][CH:7]=1. Run in C1CCOC1 (THF). Starting materials: CC=1C=C(C=C(C1O[Si](C(C)(C)C)(C)C)C)C1=CC(=C(C(O1)=O)SCC1=CC=CC=C1)O (6-[3,5-dimethyl-4-[[dimethyl(1,1-dimethylethyl)silyl]oxy]phenyl]-4-hydroxy-3-[(phenylmethyl)thio]-2H-pyran-2-one), Cl (HCl). Run in C1CCOC1 (THF). Conditions: time 48 hour. Yields the product OC1=C(C(OC(=C1)C1=CC(=C(C(=C1)C)O)C)=O)SCC1=CC=CC=C1 (4-Hydroxy-6-(4-hydroxy-3,5-dimethylphenyl)-3-[(phenylmethyl)thio]-2H-pyran-2-one). Reaction SMILES: [CH3:1][C:2]1[CH:3]=[C:4]([C:17]2[O:22][C:21](=[O:23])[C:20]([S:24][CH2:25][C:26]3[CH:31]=[CH:30][CH:29]=[CH:28][CH:27]=3)=[C:19]([OH:32])[CH:18]=2)[CH:5]=[C:6]([CH3:16])[C:7]=1[O:8][Si](C)(C)C(C)(C)C.Cl>C1COCC1>[OH:32][C:19]1[CH:18]=[C:17]([C:4]2[CH:3]=[C:2]([CH3:1])[C:7]([OH:8])=[C:6]([CH3:16])[CH:5]=2)[O:22][C:21](=[O:23])[C:20]=1[S:24][CH2:25][C:26]1[CH:31]=[CH:30][CH:29]=[CH:28][CH:27]=1. Procedure: To a THF (10 mL) solution of 6-[3,5-dimethyl-4-[[dimethyl(1,1-dimethylethyl)silyl]oxy]phenyl]-4-hydroxy-3-[(phenylmethyl)thio]-2H-pyran-2-one at 0° C. is added 3 N HCl (9.0 mL). The reaction is stirred for 48 hrs. at room temperature. The reaction is quenched by pouring onto ethyl acetate and washed in succession with water, saturated sodium chloride; dried over anhydrous magnesium sulfate. After evaporation of the solvents in vacuo, the crude product was purified by flash column chromatography ... Reactants: C(O)([O-])=O.[Na+] (sodium hydrogencarbonate), BrC1(C=C)C(C=CC=C1)Br (1,2-dibromostyrene), [OH-].[Na+] (sodium hydroxide), [N-]=[N+]=[N-].[Na+] (sodium azide). Solvent: C(Cl)Cl (methylene chloride), CS(=O)C (dimethylsulfoxide). Run at time 10 hour. Yields the product N(=[N+]=[N-])C1(C=C)CC=CC=C1 (1-azidostyrene). Yield: 97.8%. RXN SMILES: Br[C:2]1([CH:9]=[CH:8][CH:7]=[CH:6][CH:5]1Br)[CH:3]=[CH2:4].[N-:11]=[N+:12]=[N-:13].[Na+].[OH-].[Na+].C(=O)([O-])O.[Na+]>CS(C)=O.C(Cl)Cl>[N:11]([C:2]1([CH:9]=[CH:8][CH:7]=[CH:6][CH2:5]1)[CH:3]=[CH2:4])=[N+:12]=[N-:13] |f:1.2,3.4,5.6|. Reported procedure: 26.4 g of 1,2-dibromostyrene was dissolved in 150 ml of dimethylsulfoxide, then 9.8 g of sodium azide was added little by little at 15° to 18° C. in an atmosphere of nitrogen, and the mixture was stirred at room temperature for 10 hours. Then the reaction mixture was cooled to 10° C. and 10 g of a 50% aqueous sodium hydroxide solution was added dropwise thereto. After the addition the reaction mixture was stirred for 24 hours at room temperature, then 400 ml of a 2% aqueous sodium hydrogencarbon... The reactants are B(Br)(Br)Br (Boron tribromide), COC=1C=CC2=C(CCN(S2(=O)=O)CCCC2=CC=CC=C2)C1 (6-Methoxy-2-(3-phenylpropyl)-3,4-dihydro-2H-1,2-benzothiazine-1,1-dioxide), C(=O)(O)[O-].[Na+] (NaHCO3). Run in C(Cl)Cl (CH2Cl2). Product: OC=1C=CC2=C(CCN(S2(=O)=O)CCCC2=CC=CC=C2)C1 (6-hydroxy-2-(3-phenylpropyl)-3,4-dihydro-2H-1,2-benzothiazine-1,1-dioxide). RXN SMILES: C[O:2][C:3]1[CH:4]=[CH:5][C:6]2[S:11](=[O:13])(=[O:12])[N:10]([CH2:14][CH2:15][CH2:16][C:17]3[CH:22]=[CH:21][CH:20]=[CH:19][CH:18]=3)[CH2:9][CH2:8][C:7]=2[CH:23]=1.B(Br)(Br)Br.C([O-])(O)=O.[Na+]>C(Cl)Cl>[OH:2][C:3]1[CH:4]=[CH:5][C:6]2[S:11](=[O:13])(=[O:12])[N:10]([CH2:14][CH2:15][CH2:16][C:17]3[CH:18]=[CH:19][CH:20]=[CH:21][CH:22]=3)[CH2:9][CH2:8][C:7]=2[CH:23]=1 |f:2.3|. Reported procedure: 6-Methoxy-2-(3-phenylpropyl)-3,4-dihydro-2H-1,2-benzothiazine-1,1-dioxide (1.2 g, 4 mmol) is dissolved in CH2Cl2 (200 mL) and the resulting solution is cooled to -78°. Boron tribromide (1.1 mL, 12 mmol) is then added and the reaction is allowed to come to ambient temperature. After 12 hours the mixture is cooled to 0° and subsequently neturalized with saturated NaHCO3 solution (100 mL). The aqueous phase is then extracted with CH2Cl2 (1×100 mL). The combined organics are washed with saturated Na... The reactants are C(C)(C)NCC(=O)C1=CC(=C(C=C1)OC(COC1=CC=CC=C1)=O)O (3-hydroxy-4-(phenoxyacetoxy)phenyl isopropylaminomethyl ketone), C[O-].[Na+] (sodium methoxide), C1(=CC=CC=C1)[O-].[Na+] (sodium phenolate salt), C1(CCCCC1)C(=O)Cl (cyclohexanecarbonyl chloride). Yields the product C(C)(C)NCC(=O)C1=CC(=C(C=C1)OC(COC1=CC=CC=C1)=O)OC(=O)C1CCCCC1 (3-(cyclohexanecarbonyloxy)-4-(phenoxyacetoxy)phenyl isopropylaminomethyl ketone). Reported procedure: Following a procedure similar to that described above in Example 2A, when 3-hydroxy-4-(phenoxyacetoxy)phenyl isopropylaminomethyl ketone is interacted with one equivalent of sodium methoxide and the resulting sodium phenolate salt is reacted with cyclohexanecarbonyl chloride there is obtained 3-(cyclohexanecarbonyloxy)-4-(phenoxyacetoxy)phenyl isopropylaminomethyl ketone; and by interaction of this base with hydrochloric acid there is obtained the hydrochloride salt. When this hydrochloride is c... RXN SMILES: [CH:1]([NH:4][CH2:5][C:6]([C:8]1[CH:13]=[CH:12][C:11]([O:14][C:15](=[O:24])[CH2:16][O:17][C:18]2[CH:23]=[CH:22][CH:21]=[CH:20][CH:19]=2)=[C:10]([OH:25])[CH:9]=1)=[O:7])([CH3:3])[CH3:2].C[O-].[Na+].C1([O-])C=CC=CC=1.[Na+].[CH:37]1([C:43](Cl)=[O:44])[CH2:42][CH2:41][CH2:40][CH2:39][CH2:38]1>>[CH:1]([NH:4][CH2:5][C:6]([C:8]1[CH:13]=[CH:12][C:11]([O:14][C:15](=[O:24])[CH2:16][O:17][C:18]2[CH:23]=[CH:22][CH:21]=[CH:20][CH:19]=2)=[C:10]([O:25][C:43]([CH:37]2[CH2:42][CH2:41][CH2:40][CH2:39][CH2:38]2)=[O:44])[CH:9]=1)=[O:7])([CH3:3])[CH3:2] |f:1.2,3.4|. The reactants are COC[C@H](C1=CC=CC=C1)NC(=O)NC1=CC2=C(C=N1)C(=NN2)N2C[C@@H](OCC2)C (1-[(1S)-2-methoxy-1-phenylethyl]-3-{3-[(2S)-2-methylmorpholin-4-yl]-1H-pyrazolo[4,3-c]pyridin-6-yl}urea), COC[C@H](C1=CC=CC=C1)NC(=O)NC1=CC2=C(C=N1)C(=NN2)N2CC(OCC2)C (1-((S)-2-Methoxy-1-phenylethyl)-3-(3-(2-methylmorpholino)-1H-pyrazolo[4,3-c]pyridin-6-yl)urea), II. The solvent is CO (MeOH). Product: COC[C@H](C1=CC=CC=C1)NC(=O)NC1=CC2=C(C=N1)C(=NN2)N2C[C@H](OCC2)C (1-[(1S)-2-methoxy-1-phenylethyl]-3-{3-[(2R)-2-methylmorpholin-4-yl]-1H-pyrazolo[4,3-c]pyridin-6-yl}urea). Yield: 33.3%. Reaction SMILES: [CH3:1][O:2][CH2:3][C@@H:4]([NH:11][C:12]([NH:14][C:15]1[N:20]=[CH:19][C:18]2[C:21]([N:24]3[CH2:29][CH2:28][O:27][CH:26]([CH3:30])[CH2:25]3)=[N:22][NH:23][C:17]=2[CH:16]=1)=[O:13])[C:5]1[CH:10]=[CH:9][CH:8]=[CH:7][CH:6]=1.COC[C@@H](NC(NC1N=CC2C(N3CCO[C@@H](C)C3)=NNC=2C=1)=O)C1C=CC=CC=1>CO>[CH3:1][O:2][CH2:3][C@@H:4]([NH:11][C:12]([NH:14][C:15]1[N:20]=[CH:19][C:18]2[C:21]([N:24]3[CH2:29][CH2:28][O:27][C@H:26]([CH3:30])[CH2:25]3)=[N:22][NH:23][C:17]=2[CH:16]=1)=[O:13])[C:5]1[CH:6]=[CH:7][CH:8]=[CH:9][CH:10]=1. Procedure details: The enantiomers of 1-((S)-2-Methoxy-1-phenylethyl)-3-(3-(2-methylmorpholino)-1H-pyrazolo[4,3-c]pyridin-6-yl)urea (38 mg, 0.072 mmol) were separated by SFC (Berger Multigram II SFC, column: Chiral Technology IC-H 2.1×25 cm, 5 uM, mobile phase: 39% to 61% MeOH+0.25% dimethyl ethylamine in CO2(1), flow rate: 70 mL/min, 6 min run time). The fractions were collected and the solvent evaporated in vacuo to afford 1-[(1S)-2-methoxy-1-phenylethyl]-3-{3-[(2R)-2-methylmorpholin-4-yl]-1H-pyrazolo[4,3-c]pyri... Reactants: CC(=O)O, O=[N+]([O-])O, O=C(O)CCc1ccccc1, O=S(=O)(O)O. Product: O=C(O)CCc1ccc([N+](=O)[O-])cc1. Reaction SMILES: [CH3:21][C:22](=[O:23])[OH:24].[OH:17][N+:18]([O-:19])=[O:20].[OH:1][C:2](=[O:3])[CH2:4][CH2:5][c:6]1[cH:7][cH:8][cH:9][cH:10][cH:11]1.[S:12](=[O:13])(=[O:14])([OH:15])[OH:16]>>[OH:1][C:2](=[O:3])[CH2:4][CH2:5][c:6]1[cH:7][cH:8][c:9]([N+:18](=[O:17])[O-:19])[cH:10][cH:11]1.